Task: describe an organic reaction: reactants, conditions, products, and yield. Dataset: the Open Reaction Database (ORD), a public repository of structured organic reaction records The reactants are O=C([O-])[O-], CCC(C)=O, [Cs+], [Cs+], N#Cc1cccc(C(OC2CCCCO2)c2ccc(CI)cc2)c1, O, CCCc1c(S)ccc(C(C)=O)c1O. The product is CCCc1c(SCc2ccc(C(OC3CCCCO3)c3cccc(C#N)c3)cc2)ccc(C(C)=O)c1O. As a reaction SMILES: [C:39](=[O:40])([O-:41])[O-:42].[CH3:46][C:47](=[O:48])[CH2:49][CH3:50].[Cs+:43].[Cs+:44].[I:15][CH2:16][c:17]1[cH:18][cH:19][c:20]([CH:23]([c:24]2[cH:25][c:26]([C:27]#[N:28])[cH:29][cH:30][cH:31]2)[O:32][CH:33]2[O:34][CH2:35][CH2:36][CH2:37][CH2:38]2)[cH:21][cH:22]1.[OH2:45].[OH:1][c:2]1[c:3]([C:12]([CH3:13])=[O:14])[cH:4][cH:5][c:6]([SH:11])[c:7]1[CH2:8][CH2:9][CH3:10]>>[OH:1][c:2]1[c:3]([C:12]([CH3:13])=[O:14])[cH:4][cH:5][c:6]([S:11][CH2:16][c:17]2[cH:18][cH:19][c:20]([CH:23]([c:24]3[cH:25][c:26]([C:27]#[N:28])[cH:29][cH:30][cH:31]3)[O:32][CH:33]3[O:34][CH2:35][CH2:36][CH2:37][CH2:38]3)[cH:21][cH:22]2)[c:7]1[CH2:8][CH2:9][CH3:10]. Starting materials: Br, CC(=O)O, COc1cc(N)ccc1Cl. Product: Nc1ccc(Cl)c(O)c1. As a reaction SMILES: [BrH:11].[CH3:12][C:13](=[O:14])[OH:15].[Cl:1][c:2]1[c:3]([O:9][CH3:10])[cH:4][c:5]([NH2:8])[cH:6][cH:7]1>>[Cl:1][c:2]1[c:3]([OH:9])[cH:4][c:5]([NH2:8])[cH:6][cH:7]1. Starting materials: C=CC(=O)OCC, C1CCOC1, COC(=O)CNC(=O)OC(C)(C)C, CC(C)(C)[O-], [K+]. Product: CCOC(=O)C1CN(C(=O)OC(C)(C)C)CC1=O. As a reaction SMILES: [C:14]([CH:15]=[CH2:16])(=[O:17])[O:18][CH2:19][CH3:20].[CH2:27]1[O:28][CH2:29][CH2:30][CH2:31]1.[CH3:1][O:2][C:3]([CH2:4][NH:5][C:6](=[O:7])[O:8][C:9]([CH3:10])([CH3:11])[CH3:12])=[O:13].[CH3:21][C:22]([CH3:23])([O-:24])[CH3:25].[K+:26]>>[C:3]1(=[O:13])[CH2:4][N:5]([C:6](=[O:7])[O:8][C:9]([CH3:10])([CH3:11])[CH3:12])[CH2:16][CH:15]1[C:14](=[O:17])[O:18][CH2:19][CH3:20]. Reactants: Cl.Cl.N[C@H]([C@@H](C(=O)NC1CC1)O)CC ((2S,3S)-3-amino-N-cyclopropyl-2-hydroxypentanamide dihydrochloride), OCC(C)(C)NC(OC(C)(C)C)=O (tert-butyl 1-hydroxy-2-methylpropan-2-ylcarbamate). The product is NC(C(C(=O)NC1CC1)O)(C)C (3-Amino-N-cyclopropyl-2-hydroxy-3-methylbutanamide). As a reaction SMILES: Cl.Cl.[NH2:3][C@@H:4]([CH2:13]C)[C@H:5]([OH:12])[C:6]([NH:8][CH:9]1[CH2:11][CH2:10]1)=[O:7].O[CH2:16]C(NC(=O)OC(C)(C)C)(C)C>>[NH2:3][C:4]([CH3:13])([CH3:16])[CH:5]([OH:12])[C:6]([NH:8][CH:9]1[CH2:10][CH2:11]1)=[O:7] |f:0.1.2|. Procedure details: The title compound was prepared in analogy to (2S,3S)-3-amino-N-cyclopropyl-2-hydroxypentanamide dihydrochloride, Representative Procedure A, starting with tert-butyl 1-hydroxy-2-methylpropan-2-ylcarbamate in the second step (A2). The reactants are IC1=C(OC=2C(=NC(=NC2)N)N)C=C(C(=C1)OC)I (5-(2,5-diiodo-4-methoxy-phenoxy)-pyrimidine-2,4-diamine), C(C)(C)N(CC)C(C)C (diisopropylethylamine), [NH4+].[Cl-] (NH4Cl), C[Si](C)(C)C#C (trimethylsilylacetylene). Reagents/catalysts: Cl[Pd]([P](C1=CC=CC=C1)(C2=CC=CC=C2)C3=CC=CC=C3)([P](C4=CC=CC=C4)(C5=CC=CC=C5)C6=CC=CC=C6)Cl (bis(triphenylphosphine)palladium dichloride), [Cu]I (CuI). Solvent: C1CCOC1 (THF). Run at temperature 50 celsius. Yields the product C[Si](C#CC1=C(OC=2C(=NC(=NC2)N)N)C=C(C=C1)[Si](C)(C)C)(C)C (5-(2,5-Bis-trimethylsilanylethynyl-phenoxy)-pyrimidine-2,4-diamine), IC1=C(OC=2C(=NC(=NC2)N)N)C=C(C=C1)C#C[Si](C)(C)C (5-(2-Iodo-5-trimethylsilanylethynyl-phenoxy)-pyrimidine-2,4-diamine). RXN SMILES: [I:1][C:2]1[CH:16]=[C:15](OC)[C:14](I)=[CH:13][C:3]=1[O:4][C:5]1[C:6]([NH2:12])=[N:7][C:8]([NH2:11])=[N:9][CH:10]=1.[CH3:20][Si:21]([C:24]#[CH:25])([CH3:23])[CH3:22].C(N(C(C)C)CC)(C)C.[NH4+].[Cl-]>C1COCC1.Cl[Pd](Cl)([P](C1C=CC=CC=1)(C1C=CC=CC=1)C1C=CC=CC=1)[P](C1C=CC=CC=1)(C1C=CC=CC=1)C1C=CC=CC=1.[Cu]I>[CH3:20][Si:21]([CH3:23])([CH3:22])[C:24]#[C:25][C:2]1[CH:16]=[CH:15][C:14]([Si:21]([CH3:23])([CH3:22])[CH3:20])=[CH:13][C:3]=1[O:4][C:5]1[C:6]([NH2:12])=[N:7][C:8]([NH2:11])=[N:9][CH:10]=1.[I:1][C:2]1[CH:16]=[CH:15][C:14]([C:25]#[C:24][Si:21]([CH3:23])([CH3:22])[CH3:20])=[CH:13][C:3]=1[O:4][C:5]1[C:6]([NH2:12])=[N:7][C:8]([NH2:11])=[N:9][CH:10]=1 |f:3.4,^1:44,63|. Procedure details: To a mixture of 5-(2,5-diiodo-4-methoxy-phenoxy)-pyrimidine-2,4-diamine (2.043 g, 4.5 mmol), bis(triphenylphosphine)palladium dichloride (0.316 g, 0.45 mmol) and CuI (43 mg, 0.225 mmol) in 14 mL dry THF was added trimethylsilylacetylene (0.441 g, 4.5 mmol), followed by diisopropylethylamine (7 mL). The reaction mixture was heated at 50° C. under nitrogen atmosphere for 20 hours. The reaction mixture was cooled, poured into saturated aqueous NH4Cl and extracted with dichloromethane. The combined ...